This data is from the Open Reaction Database (ORD), a public repository of structured organic reaction records. The task is: describe an organic reaction: reactants, conditions, products, and yield Reactants: N=1N=CN(C1)C1=CC=C(C=C1)CCNC(OC(C)(C)C)=O (tert-butyl 2-[4(4H-1,2,4-triazol-4-yl)phenyl]ethylcarbamate), Cl (HCl). Solvent: CCOC(=O)C (EtOAc). Reaction conditions: temperature 0 celsius, time 2 hour. Product: N=1N=CN(C1)C1=CC=C(C=C1)CCN (2-[4-(4H-1,2,4-triazol-4-yl)phenyl]ethanamine). As a reaction SMILES: [N:1]1[N:2]=[CH:3][N:4]([C:6]2[CH:11]=[CH:10][C:9]([CH2:12][CH2:13][NH:14]C(=O)OC(C)(C)C)=[CH:8][CH:7]=2)[CH:5]=1.Cl>CCOC(C)=O>[N:1]1[N:2]=[CH:3][N:4]([C:6]2[CH:7]=[CH:8][C:9]([CH2:12][CH2:13][NH2:14])=[CH:10][CH:11]=2)[CH:5]=1. Reported procedure: A suspension of tert-butyl 2-[4(4H-1,2,4-triazol-4-yl)phenyl]ethylcarbamate (250 mg, 0.87 mmol) in EtOAc (4 mL) at 0° C. was saturated with HCl(g). After stirring at 0° C. for two hours, the reaction was concentrated to give 2-[4-(4H-1,2,4-triazol-4-yl)phenyl]ethanamine, which was used without further purification. LCMS (ES) 189.3 m/z (M+H)+. Reactants: [Ca+2], [OH-], [OH-], OCCO, O=C(O)c1c(F)c(F)c(F)c(F)c1F. The product is Fc1cc(F)c(F)c(F)c1F. RXN SMILES: [Ca+2:16].[OH-:15].[OH-:17].[OH:18][CH2:19][CH2:20][OH:21].[OH:1][C:2](=[O:3])[c:4]1[c:5]([F:6])[c:7]([F:8])[c:9]([F:10])[c:11]([F:12])[c:13]1[F:14]>>[cH:4]1[c:5]([F:6])[c:7]([F:8])[c:9]([F:10])[c:11]([F:12])[c:13]1[F:14]. Product: ClC1=C(C(=CC=2C(=CCC(C12)(C)C)C(C)C)/C(=C(\CO)/F)/C)OCC ((2E)-3-(4-Chloro-3-ethoxy-8-isopropyl-5,5-dimethyl-5,6 dihydronaphthalen-2-yl)-2-fluoro-but-2-en-1-ol). The reactants are ClC1=C(C(=CC=2C(=CCC(C12)(C)C)C(C)C)/C(=C(\C(=O)OCC)/F)/C)OCC (ethyl (2E)-3-(4-chloro-3-ethoxy-8-isopropyl-5,5-dimethyl-5,6-dihydronaphthalen-2-yl)-2-fluoro-but-2-enoate), [H-].C(C(C)C)[Al+]CC(C)C (diisobutylaluminum hydride). Reported procedure: Following General Procedure G-1, ethyl (2E)-3-(4-chloro-3-ethoxy-8-isopropyl-5,5-dimethyl-5,6-dihydronaphthalen-2-yl)-2-fluoro-but-2-enoate (Compound A-133, 0.27 g, 0.66 mmol) and diisobutylaluminum hydride (1M in methylene chloride, 2.64 mL, 2.64 mmol) were reacted to give the title compound as a colorless oil after purification by flash chromatography (silica gel, 10% to 15% ethyl acetate in hexanes). RXN SMILES: [Cl:1][C:2]1[C:11]2[C:10]([CH3:13])([CH3:12])[CH2:9][CH:8]=[C:7]([CH:14]([CH3:16])[CH3:15])[C:6]=2[CH:5]=[C:4](/[C:17](/[CH3:25])=[C:18](/[F:24])\[C:19](OCC)=[O:20])[C:3]=1[O:26][CH2:27][CH3:28].[H-].C([Al+]CC(C)C)C(C)C>>[Cl:1][C:2]1[C:11]2[C:10]([CH3:13])([CH3:12])[CH2:9][CH:8]=[C:7]([CH:14]([CH3:16])[CH3:15])[C:6]=2[CH:5]=[C:4](/[C:17](/[CH3:25])=[C:18](/[F:24])\[CH2:19][OH:20])[C:3]=1[O:26][CH2:27][CH3:28] |f:1.2|. Reactants: CCOC(=O)C=P(c1ccccc1)(c1ccccc1)c1ccccc1, Cc1cc2c(cc1C)C(O)N(c1ccc(F)cc1)C2=O, Cc1ccccc1. Product: CCOC(=O)CC1c2cc(C)c(C)cc2C(=O)N1c1ccc(F)cc1. Reaction SMILES: [C:21](=[O:22])([O:23][CH2:24][CH3:25])[CH:26]=[P:27]([c:28]1[cH:29][cH:30][cH:31][cH:32][cH:33]1)([c:34]1[cH:35][cH:36][cH:37][cH:38][cH:39]1)[c:40]1[cH:41][cH:42][cH:43][cH:44][cH:45]1.[CH3:1][c:2]1[cH:3][c:4]2[c:8]([cH:9][c:10]1[CH3:11])[C:7](=[O:12])[N:6]([c:13]1[cH:14][cH:15][c:16]([F:19])[cH:17][cH:18]1)[CH:5]2[OH:20].[CH3:46][c:47]1[cH:48][cH:49][cH:50][cH:51][cH:52]1>>[CH3:1][c:2]1[cH:3][c:4]2[c:8]([cH:9][c:10]1[CH3:11])[C:7](=[O:12])[N:6]([c:13]1[cH:14][cH:15][c:16]([F:19])[cH:17][cH:18]1)[CH:5]2[CH2:26][C:21](=[O:22])[O:23][CH2:24][CH3:25]. The reactants are CCOC(=O)c1ccc(-c2ccc(OCCNC3CC3)c(-c3ccc4c(c3)C(C)(C)CCC4(C)C)c2)cc1, [Na+], C1CCOC1, [OH-]. As a reaction SMILES: [CH2:3]1[CH2:4][CH:5]1[NH:6][CH2:7][CH2:8][O:9][c:10]1[c:11](-[c:27]2[cH:28][c:29]3[c:34]([cH:35][cH:36]2)[C:33]([CH3:37])([CH3:38])[CH2:32][CH2:31][C:30]3([CH3:39])[CH3:40])[cH:12][c:13](-[c:16]2[cH:17][cH:18][c:19]([C:22](=[O:23])[O:24][CH2:25][CH3:26])[cH:20][cH:21]2)[cH:14][cH:15]1.[Na+:2].[O:41]1[CH2:42][CH2:43][CH2:44][CH2:45]1.[OH-:1]>>[CH2:3]1[CH2:4][CH:5]1[NH:6][CH2:7][CH2:8][O:9][c:10]1[c:11](-[c:27]2[cH:28][c:29]3[c:34]([cH:35][cH:36]2)[C:33]([CH3:37])([CH3:38])[CH2:32][CH2:31][C:30]3([CH3:39])[CH3:40])[cH:12][c:13](-[c:16]2[cH:17][cH:18][c:19]([C:22](=[O:23])[OH:24])[cH:20][cH:21]2)[cH:14][cH:15]1. The product is CC1(C)CCC(C)(C)c2cc(-c3cc(-c4ccc(C(=O)O)cc4)ccc3OCCNC3CC3)ccc21. Reactants: C, CO, CCOP(=O)(OCC)C(O)c1ccc([N+](=O)[O-])cc1, [Pd]. Product: CCOP(=O)(OCC)C(O)c1ccc(N)cc1. Reaction SMILES: [C:20].[CH3:22][OH:23].[OH:1][CH:2]([c:3]1[cH:4][cH:5][c:6]([N+:9]([O-:10])=[O:11])[cH:7][cH:8]1)[P:12]([O:13][CH2:14][CH3:15])([O:16][CH2:17][CH3:18])=[O:19].[Pd:21]>>[OH:1][CH:2]([c:3]1[cH:4][cH:5][c:6]([NH2:9])[cH:7][cH:8]1)[P:12]([O:13][CH2:14][CH3:15])([O:16][CH2:17][CH3:18])=[O:19].